From a dataset of the Open Reaction Database (ORD), a public repository of structured organic reaction records. describe an organic reaction: reactants, conditions, products, and yield Starting materials: BrC=1C2=C(C=NC1)C(CC2)NS(=O)(=O)CC ((rac)-N-(4-bromo-6,7-dihydro-5H-cyclopenta[c]pyridin-7-yl)ethanesulfonamide), FC1=C(C=C2CCC(N(C2=C1)C)=O)B1OC(C(O1)(C)C)(C)C (7-fluoro-1-methyl-6-(4,4,5,5-tetramethyl-[1,3,2]dioxaborolan-2-yl)-3,4-dihydro-1H-quinolin-2-one). Product: FC1=C(C=C2CCC(N(C2=C1)C)=O)C=1C2=C(C=NC1)C(CC2)NS(=O)(=O)CC ((rac)-N-(4-(7-Fluoro-1-methyl-2-oxo-1,2,3,4-tetrahydroquinolin-6-yl)-6,7-dihydro-5H-cyclopenta[c]pyridin-7-yl)ethanesulfonamide). Isolated yield 70.0%. RXN SMILES: Br[C:2]1[C:3]2[CH2:10][CH2:9][CH:8]([NH:11][S:12]([CH2:15][CH3:16])(=[O:14])=[O:13])[C:4]=2[CH:5]=[N:6][CH:7]=1.[F:17][C:18]1[CH:27]=[C:26]2[C:21]([CH2:22][CH2:23][C:24](=[O:29])[N:25]2[CH3:28])=[CH:20][C:19]=1B1OC(C)(C)C(C)(C)O1>>[F:17][C:18]1[CH:27]=[C:26]2[C:21]([CH2:22][CH2:23][C:24](=[O:29])[N:25]2[CH3:28])=[CH:20][C:19]=1[C:2]1[C:3]2[CH2:10][CH2:9][CH:8]([NH:11][S:12]([CH2:15][CH3:16])(=[O:14])=[O:13])[C:4]=2[CH:5]=[N:6][CH:7]=1. Reported procedure: In analogy to the procedure described for the preparation of intermediate A-2 [E], (rac)-N-(4-bromo-6,7-dihydro-5H-cyclopenta[c]pyridin-7-yl)ethanesulfonamide (intermediate A-6) was reacted with 7-fluoro-1-methyl-6-(4,4,5,5-tetramethyl-[1,3,2]dioxaborolan-2-yl)-3,4-dihydro-1H-quinolin-2-one (intermediate A-9). The Suzuki coupling had to be repeated three times to give the to give the title compound as off-white solid in 70% yield. MS: 404.1 (M+H+).